Task: describe an organic reaction: reactants, conditions, products, and yield. Dataset: the Open Reaction Database (ORD), a public repository of structured organic reaction records RXN SMILES: [CH3:1][C:2]1[C:10]2[C:5](=[CH:6][CH:7]=[CH:8][CH:9]=2)[N:4]2[C:11](=[O:19])[CH:12]([CH2:15]N(C)C)[CH2:13][CH2:14][C:3]=12.[CH3:20][C:21]1[NH:22][CH:23]=[CH:24][N:25]=1.Cl.C(O)(C)C>C(Cl)Cl>[CH3:1][C:2]1[C:10]2[C:5](=[CH:6][CH:7]=[CH:8][CH:9]=2)[N:4]2[C:11](=[O:19])[CH:12]([CH2:15][N:22]3[CH:23]=[CH:24][N:25]=[C:21]3[CH3:20])[CH2:13][CH2:14][C:3]=12. Yields the product CC1=C2N(C3=CC=CC=C13)C(C(CC2)CN2C(=NC=C2)C)=O (8,9-dihydro-10-methyl-7-[(2-methyl-1H-imidazol-1-yl)methyl]pyrido[1,2-a]indol-6(7H)-one). Starting materials: CC1=C2N(C3=CC=CC=C13)C(C(CC2)CN(C)C)=O (8,9-dihydro-10-methyl-7-(dimethylaminomethyl)pyrido[1,2-a]indol-6(7H)-one), CC=1NC=CN1 (2-methylimidazole), Cl (hydrochloric acid), C(C)(C)O (isopropyl alcohol). The solvent is C(Cl)Cl (methylene chloride). Run at temperature 100 celsius. The yield is 53.8%. Procedure details: A mixture of 8,9-dihydro-10-methyl-7-(dimethylaminomethyl)pyrido[1,2-a]indol-6(7H)-one (0.65 g), 2-methylimidazole (0.76 g), 2N hydrochloric acid (1.27 ml), and isopropyl alcohol (4 ml) was heated at 100° C. for 3 hours and 15 minutes. After evaporation of the solvent, the residue obtained was dissolved in methylene chloride. The methylene chloride solution was washed with water and brine, dried over anhydrous magnesium sulfate, and evaporated in vacuo. Purification with neutral alumina column c... Reactants: ClC1=CC=C2C3(C(NC2=C1)=O)C(CC(CC3OC)=O)C3=CC(=CC=C3)Cl (rac-(1R,2S,6S)-6′-chloro-2-(3-chlorophenyl)-6-methoxyspiro[cyclohexane-1,3′-[3H]indole]-2′,4(1′H)-dione), [N-]=[N+]=[N-].[Na+] (NaN3). Reagents/catalysts: Cl[Ti](Cl)(Cl)Cl (TiCl4). Run in C(C)#N (acetonitrile). Yields the product ClC1=CC=C2C3(C(NC2=C1)=O)C(CNC(CC3OC)=O)C3=CC(=CC=C3)Cl (rac-(3S,4R,5S)-6′-chloro-3-(3-chlorophenyl)-1,1′,2,2′,3,5,6,7-octahydro-5-methoxy-spiro[4H-azepine-4,3′-[3H]-indole]-2′,7-dione). The yield is 15.6%. As a reaction SMILES: [Cl:1][C:2]1[CH:10]=[C:9]2[C:5]([C:6]3([CH:16]([O:17][CH3:18])[CH2:15][C:14](=[O:19])[CH2:13][CH:12]3[C:20]3[CH:25]=[CH:24][CH:23]=[C:22]([Cl:26])[CH:21]=3)[C:7](=[O:11])[NH:8]2)=[CH:4][CH:3]=1.[N-:27]=[N+]=[N-].[Na+]>C(#N)C.Cl[Ti](Cl)(Cl)Cl>[Cl:1][C:2]1[CH:10]=[C:9]2[C:5]([C:6]3([CH:16]([O:17][CH3:18])[CH2:15][C:14](=[O:19])[NH:27][CH2:13][CH:12]3[C:20]3[CH:25]=[CH:24][CH:23]=[C:22]([Cl:26])[CH:21]=3)[C:7](=[O:11])[NH:8]2)=[CH:4][CH:3]=1 |f:1.2|. Procedure: In a manner similar to the method described in example 2 (method A), rac-(1R,2S,6S)-6′-chloro-2-(3-chlorophenyl)-6-methoxyspiro[cyclohexane-1,3′-[3H]indole]-2′,4(1′H)-dione (156 mg, 0.4 mmol) was reacted with NaN3 (52 mg, 0.8 mmole) in the presence of TiCl4 (1.0 M in CH2Cl2, 0.8 mL) (Aldrich) in acetonitrile (10 mL) to give rac-(3S,4R,5S)-6′-chloro-3-(3-chlorophenyl)-1,1′,2,2′,3,5,6,7-octahydro-5-methoxy-spiro[4H-azepine-4,3′-[3H]-indole]-2′,7-dione (25.3 mg): HRMS (ES+) m/z Calcd for C20H18Cl2N... The reactants are Cl (HCl), CN(C(=O)N=NC(=O)N(C)C)C (N,N,N′,N′-tetramethylazo-dicarboxamide), C(C1=CC=CC=C1)(C1=CC=CC=C1)(C1=CC=CC=C1)NC=1SC=C(N1)CCOC1=C(C(=O)OC)C=CC=C1 (Methyl 2-{2-[2-(tritylamino)-1,3-thiazol-4-yl]ethoxy}benzoate), material, C(C=1C(O)=CC=CC1)(=O)OC (methyl salicylate), C1(=CC=CC=C1)P(C1=CC=CC=C1)C1=CC=CC=C1 (triphenylphosphine). Run in CO (methanol), C1CCOC1 (THF). Run at time 8 hour. The product is NC=1SC=C(N1)CCOC1=C(C(=O)OC)C=CC=C1 (Methyl 2-[2-(2-amino-1,3-thiazol-4-yl)ethoxy]benzoate). As a reaction SMILES: C(OC)(=O)C1C(=CC=CC=1)O.C1(P(C2C=CC=CC=2)C2C=CC=CC=2)C=CC=CC=1.CN(C)C(N=NC(N(C)C)=O)=O.C([NH:62][C:63]1[S:64][CH:65]=[C:66]([CH2:68][CH2:69][O:70][C:71]2[CH:80]=[CH:79][CH:78]=[CH:77][C:72]=2[C:73]([O:75][CH3:76])=[O:74])[N:67]=1)(C1C=CC=CC=1)(C1C=CC=CC=1)C1C=CC=CC=1.Cl>C1COCC1.CO>[NH2:62][C:63]1[S:64][CH:65]=[C:66]([CH2:68][CH2:69][O:70][C:71]2[CH:80]=[CH:79][CH:78]=[CH:77][C:72]=2[C:73]([O:75][CH3:76])=[O:74])[N:67]=1. Procedure details: Ethyl 2-aminothiazole-4-acetate (931 mg, 5.0 mmol) was dissolved in DCM (10 mL) and TEA (0.765 mL, 5.5 mmol). Trityl chloride (1.53 g, 5.5 mmol) was added in portions. The mixture was left overnight at room temp and filtered. The filtrate was evaporated and the product purified by flash-chromatography on silica gel using 20% ethyl acetate/toluene as eluent: 1H NMR (CDCl3) δ 7.2-7.4 (m), 6.6 (s, 1H), 6.15 (s, 1H), 4.2 (q, 2H), 3.5 (s, 2H), 1.3 (t, 3H). A solution of the tritylated ethylester (5 m... The reactants are C(C)(C)(C1=CC=CC=C1)Cl (cumyl chloride), CC(=C)C1=CC=CC=C1 (α-methylstyrene), C1(=C(C=C(C=C1)C)C)NC(=O)N (2,4-xylylurea), C(C)#N (acetonitrile). Run in CCCCCC (n-hexane). Reaction conditions: time 1 day. The product is 12.5, CC(C1=CC=CC=C1)(C)NC(=O)NC(C1=CC=CC=C1)(C)C (N,N'-bis(α,α-dimethylbenzyl)urea). Reaction SMILES: C1([NH:9][C:10]([NH2:12])=[O:11])C=CC(C)=CC=1C.C(#N)C.[C:16](Cl)([C:19]1[CH:24]=[CH:23][CH:22]=[CH:21][CH:20]=1)([CH3:18])[CH3:17].[CH3:26][C:27]([C:29]1[CH:34]=[CH:33][CH:32]=[CH:31][CH:30]=1)=[CH2:28]>CCCCCC>[CH3:17][C:16]([NH:9][C:10]([NH:12][C:27]([CH3:26])([CH3:28])[C:29]1[CH:34]=[CH:33][CH:32]=[CH:31][CH:30]=1)=[O:11])([CH3:18])[C:19]1[CH:24]=[CH:23][CH:22]=[CH:21][CH:20]=1. Procedure details: 12.4 parts of 2,4-xylylurea was suspended in 50 parts of acetonitrile, and 7.7 parts of cumyl chloride and 24 parts of α-methylstyrene were added. With stirring, they were reacted at 40° C. for 6 hours. After allowing the reaction mixture to stand for one day, 50 parts of n-hexane was added. The mixture was further allowed to stand overnight. The precipitated crystals were collected, and recrystallized from 60% methanol to afford 12.5 parts of N-(α,α-dimethylbenzyl)-N'-(2,4,urea (III: R=--C6H3 (... Reactants: ice water, C(#N)C=1C=C(C(=O)OC)C=CC1 (Methyl 3-cyanobenzoate), [N-]=[N+]=[N-].[Na+] (sodium azide), [Cl-].[NH4+] (ammonium chloride), N(=O)[O-].[Na+] (sodium nitrite). The solvent is C(C)(=O)OCC (ethyl acetate), CN(C)C=O (DMF). Run at temperature 120 celsius, time 2.5 hour. The product is N1N=NN=C1C=1C=C(C(=O)OC)C=CC1 (Methyl 3-(1H-tetrazol-5-yl)benzoate). As a reaction SMILES: [C:1]([C:3]1[CH:4]=[C:5]([CH:10]=[CH:11][CH:12]=1)[C:6]([O:8][CH3:9])=[O:7])#[N:2].[N-:13]=[N+:14]=[N-:15].[Na+].[Cl-].[NH4+].N([O-])=O.[Na+]>CN(C=O)C.C(OCC)(=O)C>[NH:13]1[C:1]([C:3]2[CH:4]=[C:5]([CH:10]=[CH:11][CH:12]=2)[C:6]([O:8][CH3:9])=[O:7])=[N:2][N:15]=[N:14]1 |f:1.2,3.4,5.6|. Procedure: 1.00 g (6.21 mmol) of the compound from Example 47A are initially charged in 18 ml of dry DMF. 2.42 g (37.23 mmol) of sodium azide and 1.99 g (37.23 mmol) of ammonium chloride are then added. The reaction mixture is stirred at 120° C. for 2.5 h. After cooling to RT the mixture is poured into a mixture of 30 ml of ice-water and 10 ml of ethyl acetate. 2.57 g (37.23 mmol) of sodium nitrite are added to this mixture to destroy excess azide. By addition of 6 N hydrochloric acid, the pH is then adjus... Starting materials: CCc1cc(Br)ccc1C(=O)Cl, CN, ClCCl. Yields the product CCc1cc(Br)ccc1C(=O)NC. Reaction SMILES: [Br:1][c:2]1[cH:3][c:4]([CH2:11][CH3:12])[c:5]([C:6](=[O:7])[Cl:8])[cH:9][cH:10]1.[CH3:13][NH2:14].[Cl:15][CH2:16][Cl:17]>>[Br:1][c:2]1[cH:3][c:4]([CH2:11][CH3:12])[c:5]([C:6](=[O:7])[NH:14][CH3:13])[cH:9][cH:10]1.